From a dataset of the Open Reaction Database (ORD), a public repository of structured organic reaction records. describe an organic reaction: reactants, conditions, products, and yield The reactants are C(Cl)Cl (DCM), [H-].[Al+3].[Li+].[H-].[H-].[H-] (lithium aluminum hydride), C(Cl)Cl (DCM), C(C=C)C1(C(=CC(C=C1OC)=O)OC)C[C@@H]1O[C@]1(CCC=C(C)C)C (4-Allyl-3,5-dimethoxy-4-(((2S,3S)-3-methyl-3-(4-methylpent-3-en-1-yl)oxiran-2-yl)methyl)cyclohexa-2,5-dienone), CCCCCC (hexane), C(Cl)Cl (DCM). Solvent: CCOC(=O)C (EtOAc). Reaction conditions: temperature -78 celsius, time 25 minute. The product is SiO2, C(C=C)C1(C(=CCC=C1OC)OC)C[C@H]1[C@@](O1)(CCC=C(C)C)C ((2S,3S)-3-((1-Allyl-2,6-dimethoxycyclohexa-2,5-dien-1-yl)methyl)-2-methyl-2-(4-methylpent-3-en-1-yl)oxirane). Isolated yield 45.2%. As a reaction SMILES: C(Cl)Cl.[H-].[Al+3].[Li+].[H-].[H-].[H-].[CH2:10]([C:13]1([CH2:24][C@H:25]2[C@:27]([CH3:34])([CH2:28][CH2:29][CH:30]=[C:31]([CH3:33])[CH3:32])[O:26]2)[C:18]([O:19][CH3:20])=[CH:17][C:16](=O)[CH:15]=[C:14]1[O:22][CH3:23])[CH:11]=[CH2:12].CCCCCC>CCOC(C)=O>[CH2:10]([C:13]1([CH2:24][C@@H:25]2[O:26][C@@:27]2([CH3:34])[CH2:28][CH2:29][CH:30]=[C:31]([CH3:33])[CH3:32])[C:14]([O:22][CH3:23])=[CH:15][CH2:16][CH:17]=[C:18]1[O:19][CH3:20])[CH:11]=[CH2:12] |f:1.2.3.4.5.6|. Procedure details: A DCM (0.5 mL) slurry of lithium aluminum hydride (23 mg, 0.61 mmol, 2 equiv.) was cooled to −78° C. in a 10-mL recovery flask, and a DCM (0.5 mL) solution of 7 (106 mg, 0.31 mmol, 1 equiv.) was added via cannula, followed by a DCM (0.5 mL) rinse. The slurry was stirred at −78° C. for 25 min, Et2O (0.5 mL), and the reaction was warmed to 0° C. After stirring for 75 min, the reaction was quenched sequentially with H2O (23 μL), 15 wt % NaOHaq (23 μL), and H2O (63 μL). The reaction was then warmed ... Starting materials: C(=O)(OCC1=CC=CC=C1)N1CCNCC1 (N-carbobenzoxypiperazine), C(=O)NC1CNCC1 (3-formamidopyrrolidine). The product is C(=O)(OCC1=CC=CC=C1)C=1NOC2=C(C1)C=CC=C2 (carbobenzoxy-benzoxazine). Reaction SMILES: [C:1](N1CCNCC1)([O:3][CH2:4][C:5]1[CH:10]=[CH:9][CH:8]=[CH:7][CH:6]=1)=[O:2].C(N[CH:20]1[CH2:24][CH2:23][NH:22][CH2:21]1)=O>>[C:1]([C:23]1[NH:22][O:3][C:4]2[CH:5]=[CH:6][CH:7]=[CH:21][C:20]=2[CH:24]=1)([O:3][CH2:4][C:5]1[CH:6]=[CH:7][CH:8]=[CH:9][CH:10]=1)=[O:2]. Procedure details: In the described fashion as Example 2(b)-2(e), replacing the N-carbobenzoxypiperazine in Example 2(e) with 3-formamidopyrrolidine, one can obtain compound (F) (R8 =CH3, R9 =C2H5, R10 =C6H5, ##STR20## RXN SMILES: [CH3:1][C:2]1[C:7]([CH3:8])=[C:6]([NH:9][CH2:10][CH2:11][CH2:12][CH2:13][NH:14][C:15](=[O:21])[O:16][C:17]([CH3:20])([CH3:19])[CH3:18])[C:5]([N+:22]([O-])=O)=[C:4]([O:25][C:26]2[CH:31]=[CH:30][CH:29]=[CH:28][CH:27]=2)[N:3]=1.C1(C)C=CC=CC=1>[Pt].C(O)(C)C>[NH2:22][C:5]1[C:4]([O:25][C:26]2[CH:27]=[CH:28][CH:29]=[CH:30][CH:31]=2)=[N:3][C:2]([CH3:1])=[C:7]([CH3:8])[C:6]=1[NH:9][CH2:10][CH2:11][CH2:12][CH2:13][NH:14][C:15](=[O:21])[O:16][C:17]([CH3:20])([CH3:19])[CH3:18]. The product is NC=1C(=NC(=C(C1NCCCCNC(OC(C)(C)C)=O)C)C)OC1=CC=CC=C1 (tert-butyl 4-[(3-amino-5,6-dimethyl-2-phenoxypyridin-4-yl)amino]butylcarbamate). The solvent is C(C)(C)O (isopropanol). Procedure details: Tert-butyl 4-[(2,3-dimethyl-5-nitro-6-phenoxypyridin-4-yl)amino]butylcarbamate (9.17 g, 21.3 mmol), toluene (50 mL), isopropanol (5 mL) and 5% platinum on carbon (7.0 g) were combined and maintained under hydrogen pressure (50 psi, 3.5 Kg/cm2) overnight on a Parr apparatus. The catalyst was removed by filtration and the filtrate was concentrated under reduced pressure. The resulting brown oil was dried under high vacuum to provide 7.47 g of tert-butyl 4-[(3-amino-5,6-dimethyl-2-phenoxypyridin-4-... Yield: 87.6%. Reagents/catalysts: [Pt] (platinum on carbon). Reactants: CC1=NC(=C(C(=C1C)NCCCCNC(OC(C)(C)C)=O)[N+](=O)[O-])OC1=CC=CC=C1 (Tert-butyl 4-[(2,3-dimethyl-5-nitro-6-phenoxypyridin-4-yl)amino]butylcarbamate), C1(=CC=CC=C1)C (toluene).